Dataset: the Open Reaction Database (ORD), a public repository of structured organic reaction records. Task: describe an organic reaction: reactants, conditions, products, and yield Reactants: CCOC(=O)c1cn(Cc2cccc(Cl)c2)c2ccccc2c1=O, CO, [Li+], [OH-], O. The product is O=C(O)c1cn(Cc2cccc(Cl)c2)c2ccccc2c1=O. Reaction SMILES: [CH2:1]([CH3:2])[O:3][C:4](=[O:5])[c:6]1[cH:7][n:8]([CH2:17][c:18]2[cH:19][c:20]([Cl:24])[cH:21][cH:22][cH:23]2)[c:9]2[cH:10][cH:11][cH:12][cH:13][c:14]2[c:15]1=[O:16].[CH3:28][OH:29].[Li+:25].[OH-:26].[OH2:27]>>[O:3]=[C:4]([OH:5])[c:6]1[cH:7][n:8]([CH2:17][c:18]2[cH:19][c:20]([Cl:24])[cH:21][cH:22][cH:23]2)[c:9]2[cH:10][cH:11][cH:12][cH:13][c:14]2[c:15]1=[O:16]. The reactants are Brc1ccc2c(N3CCOCC3)nncc2c1, Cc1ccc(C(=O)O)cc1B1OC(C)(C)C(C)(C)O1, CCO, CCOC(C)=O, O. Product: Cc1ccc(C(=O)O)cc1-c1ccc2c(N3CCOCC3)nncc2c1. RXN SMILES: [Br:1][c:2]1[cH:3][c:4]2[cH:5][n:6][n:7][c:8]([N:12]3[CH2:13][CH2:14][O:15][CH2:16][CH2:17]3)[c:9]2[cH:10][cH:11]1.[CH3:18][c:19]1[c:20]([B:28]2[O:29][C:30]([CH3:31])([CH3:32])[C:33]([CH3:34])([CH3:35])[O:36]2)[cH:21][c:22]([C:23](=[O:24])[OH:25])[cH:26][cH:27]1.[CH3:38][CH2:39][OH:40].[CH3:41][CH2:42][O:43][C:44]([CH3:45])=[O:46].[OH2:37]>>[c:2]1(-[c:20]2[c:19]([CH3:18])[cH:27][cH:26][c:22]([C:23](=[O:24])[OH:25])[cH:21]2)[cH:3][c:4]2[cH:5][n:6][n:7][c:8]([N:12]3[CH2:13][CH2:14][O:15][CH2:16][CH2:17]3)[c:9]2[cH:10][cH:11]1. The reactants are [Br-].ClC1=CC=C(CC[N+]2=C(C=CC=C2)CC(C2=CC=CC=C2)(C2=CC=CC=C2)C#N)C=C1 (1-(4-chlorophenethyl)-2-(2-cyano-2,2-diphenylethyl)pyridinium bromide), [H][H] (hydrogen). The reagents and catalysts are [Pt]=O (platinum oxide). Run in CO (methanol). Product: Br.ClC1=CC=C(CCN2C(CCCC2)CC(C2=CC=CC=C2)(C2=CC=CC=C2)C#N)C=C1 (1-(4-Chlorophenethyl)-2-(2-cyano-2,2-diphenylethyl)piperidine Hydrobromide). Yield: 100.0%. RXN SMILES: [Br-:1].[Cl:2][C:3]1[CH:32]=[CH:31][C:6]([CH2:7][CH2:8][N+:9]2[CH:14]=[CH:13][CH:12]=[CH:11][C:10]=2[CH2:15][C:16]([C:29]#[N:30])([C:23]2[CH:28]=[CH:27][CH:26]=[CH:25][CH:24]=2)[C:17]2[CH:22]=[CH:21][CH:20]=[CH:19][CH:18]=2)=[CH:5][CH:4]=1.[H][H]>CO.[Pt]=O>[BrH:1].[Cl:2][C:3]1[CH:4]=[CH:5][C:6]([CH2:7][CH2:8][N:9]2[CH2:14][CH2:13][CH2:12][CH2:11][CH:10]2[CH2:15][C:16]([C:29]#[N:30])([C:23]2[CH:24]=[CH:25][CH:26]=[CH:27][CH:28]=2)[C:17]2[CH:18]=[CH:19][CH:20]=[CH:21][CH:22]=2)=[CH:31][CH:32]=1 |f:0.1,5.6|. Reported procedure: A solution of 1-(4-chlorophenethyl)-2-(2-cyano-2,2-diphenylethyl)pyridinium bromide (252 mg, 0.50 mmol) (see Preparation 4) in methanol (3 ml) was stirred at room temperature under one atmosphere of hydrogen in the presence of platinum oxide (20 mg) for 3 hours, filtered and evaporated to give the title compound (255 mg, 100%) as a colourless foam. Reactants: CCO, O=C1c2ccccc2C(=O)N1CCCCN1CCCC1, NN, O. Product: NCCCCN1CCCC1. RXN SMILES: [CH3:24][CH2:25][OH:26].[N:1]1([CH2:6][CH2:7][CH2:8][CH2:9][N:10]2[C:11](=[O:12])[c:13]3[c:14]([cH:15][cH:16][cH:17][cH:18]3)[C:19]2=[O:20])[CH2:2][CH2:3][CH2:4][CH2:5]1.[NH2:22][NH2:23].[OH2:21]>>[N:1]1([CH2:6][CH2:7][CH2:8][CH2:9][NH2:10])[CH2:2][CH2:3][CH2:4][CH2:5]1.